This data is from the Open Reaction Database (ORD), a public repository of structured organic reaction records. The task is: describe an organic reaction: reactants, conditions, products, and yield The reactants are C(C)(C)(C)OC(=O)N1CCC(CC1)OC1=CC=C(C=C1)C(CCC(=O)O)=O (4-[4-(3-carboxy-propionyl)-phenoxy]-piperidine-1-carboxylic acid tert-butyl ester), N(N)C1=NC=CC=C1 (2-hydrazinopyridine). Run in C(C)(=O)O (acetic acid). Reaction conditions: temperature 120 celsius, time 8 hour. The product is N1CCC(CC1)OC1=CC=C(C=C1)C=1CCC(N(N1)C1=NC=CC=C1)=O (6-[4-(Piperidin-4-yloxy)-phenyl]-2-pyridin-2-yl-4,5-dihydro-2H-pyridazin-3-one). Reaction SMILES: C(OC([N:8]1[CH2:13][CH2:12][CH:11]([O:14][C:15]2[CH:20]=[CH:19][C:18]([C:21](=O)[CH2:22][CH2:23][C:24]([OH:26])=O)=[CH:17][CH:16]=2)[CH2:10][CH2:9]1)=O)(C)(C)C.[NH:28]([C:30]1[CH:35]=[CH:34][CH:33]=[CH:32][N:31]=1)[NH2:29]>C(O)(=O)C>[NH:8]1[CH2:9][CH2:10][CH:11]([O:14][C:15]2[CH:16]=[CH:17][C:18]([C:21]3[CH2:22][CH2:23][C:24](=[O:26])[N:28]([C:30]4[CH:35]=[CH:34][CH:33]=[CH:32][N:31]=4)[N:29]=3)=[CH:19][CH:20]=2)[CH2:12][CH2:13]1. Procedure details: To 4-[4-(3-carboxy-propionyl)-phenoxy]-piperidine-1-carboxylic acid tert-butyl ester (1.34 g, 3.55 mmol) in acetic acid (20 mL) was added 2-hydrazinopyridine (1.94 g, 17.8 mmol). After overnight stirring at 120° C., the reaction was concentrated under vacuum and the product was purified using a Single Step column (9:1 dichloromethane:methanol) to obtain 295 mg; MS m/z 351 (M+H). As a reaction SMILES: [NH2:1][C:2]1[C:10]([O:11][CH3:12])=[C:9]2[C:5]([C:6]3[CH:16]=[C:15]([CH3:17])[CH:14]=[N:13][C:7]=3[NH:8]2)=[C:4]([C:18]2[CH:19]=[C:20]([CH:27]=[CH:28][CH:29]=2)[C:21]([NH:23][CH:24]2[CH2:26][CH2:25]2)=[O:22])[CH:3]=1.NC1C(OC)=C2C(C3C=C(C)C=NC=3N2)=C(C2C=C(N[C:54]([CH:56]3[CH2:58][CH2:57]3)=[O:55])C=CC=2)C=1>>[CH:56]1([C:54]([NH:1][C:2]2[C:10]([O:11][CH3:12])=[C:9]3[C:5]([C:6]4[CH:16]=[C:15]([CH3:17])[CH:14]=[N:13][C:7]=4[NH:8]3)=[C:4]([C:18]3[CH:19]=[C:20]([CH:27]=[CH:28][CH:29]=3)[C:21]([NH:23][CH:24]3[CH2:26][CH2:25]3)=[O:22])[CH:3]=2)=[O:55])[CH2:58][CH2:57]1. Reactants: NC1=CC(=C2C3=C(NC2=C1OC)N=CC(=C3)C)C=3C=C(C(=O)NC1CC1)C=CC3 (3-(7-amino-8-methoxy-3-methyl-9H-pyrido[2,3-b]indol-5-yl)-N-cyclopropylbenzamide), NC1=CC(=C2C3=C(NC2=C1OC)N=CC(=C3)C)C=3C=C(C=CC3)NC(=O)C3CC3 (N-(3-(7-amino-8-methoxy-3-methyl-9H-pyrido[2,3-b]indol-5-yl)phenyl)-cyclopropanecarboxamide). Product: C1(CC1)C(=O)NC1=CC(=C2C3=C(NC2=C1OC)N=CC(=C3)C)C=3C=C(C(=O)NC1CC1)C=CC3 (3-(7-(cyclopropanecarboxamido)-8-methoxy-3-methyl-9H-pyrido[2,3-b]indol-5-yl)-N-cyclopropylbenzamide). Procedure details: The title compound was prepared from Compound 244 by using an analogous procedure to that outlined in the preparation of Compound 241. 1H NMR (400 MHz, DMSO-d6) δ ppm 0.55 (m, 2 H) 0.68 (m, 2 H) 0.81 (br. m, 4 H) 2.17 (m, 1 H) 2.23 (s, 3 H) 2.87 (m, 1 H) 3.94 (s, 3 H) 7.40 (s, 1 H) 7.63 (t, J=7.71 Hz, 1 H) 7.72-7.71 (m, 2H) 7.94 (d, J=7.58 Hz, 1 H) 8.01 (s, 1 H) 8.21 (d, J=1.77 Hz, 1 H) 8.54 (d, J=4.04 Hz, 1 H) 9.84 (s, 1 H) 12.00 (s, 1 H); [M+H] calc'd for C27H27N4O3, 455.2; found, 455.4. Starting materials: COc1cc(OC)c(OC)cc1C=CC=O, CO, Cc1ccccc1, N#CC1=C(C#N)C(=O)C(Cl)=C(Cl)C1=O. Product: COC(=O)C=Cc1cc(OC)c(OC)cc1OC. Reaction SMILES: [CH3:1][O:2][c:3]1[c:4]([CH:5]=[CH:6][CH:7]=[O:8])[cH:9][c:10]([O:15][CH3:16])[c:11]([O:13][CH3:14])[cH:12]1.[CH3:31][OH:32].[CH3:33][c:34]1[cH:35][cH:36][cH:37][cH:38][cH:39]1.[Cl:17][C:18]1=[C:29]([Cl:30])[C:22](=[O:25])[C:26]([C:27]#[N:28])=[C:21]([C:23]#[N:24])[C:19]1=[O:20]>>[CH3:1][O:2][c:3]1[c:4]([CH:5]=[CH:6][C:7](=[O:8])[O:25][CH3:22])[cH:9][c:10]([O:15][CH3:16])[c:11]([O:13][CH3:14])[cH:12]1.